From a dataset of the Open Reaction Database (ORD), a public repository of structured organic reaction records. describe an organic reaction: reactants, conditions, products, and yield Reactants: Cl.C(C1=CC=CC=C1)(=O)C1SC2=C(N(C1=O)CCN(C)C)C=CC=C2 (2-Benzoyl-4-[2-(dimethylamino)ethyl]-2H-1,4-benzothiazin-3(4H)-one, hydrochloride), C[Mg+].[Br-] (CH3MgBr), ice water. Solvent: CCOCC (ether). Yields the product Cl.CN(CCN1CC(SC2=C1C=CC=C2)C(O)(C2=CC=CC=C2)C)C (4-[2-(Dimethylamino)ethyl]-α-methyl-α-phenyl-2H-1,4-benzothiazin-2-methanol, hydrochloride). Reaction SMILES: [ClH:1].[C:2]([CH:10]1[C:15](=O)[N:14]([CH2:17][CH2:18][N:19]([CH3:21])[CH3:20])[C:13]2[CH:22]=[CH:23][CH:24]=[CH:25][C:12]=2[S:11]1)(=[O:9])[C:3]1[CH:8]=[CH:7][CH:6]=[CH:5][CH:4]=1.[CH3:26][Mg+].[Br-]>CCOCC>[ClH:1].[CH3:20][N:19]([CH3:21])[CH2:18][CH2:17][N:14]1[C:13]2[CH:22]=[CH:23][CH:24]=[CH:25][C:12]=2[S:11][CH:10]([C:2]([CH3:26])([C:3]2[CH:8]=[CH:7][CH:6]=[CH:5][CH:4]=2)[OH:9])[CH2:15]1 |f:0.1,2.3,5.6|. Procedure details: Interaction of the free base of the product of example 1 with 1 equivalent of CH3MgBr in ether at room temperature forms a Grignard complex which is decomposed with ice water and the ethereal solution dried over anhydrous MgSO4, filtered and the filtrate treated with anhydrous HCl to yield the title product.